This data is from the Open Reaction Database (ORD), a public repository of structured organic reaction records. The task is: describe an organic reaction: reactants, conditions, products, and yield Starting materials: CCOC(=O)/N=N/C(=O)OCC (diethylazo dicarboxylate), OC=1C2=C(N(N=C2C=CC1)C)S(=O)(=O)N (4-hydroxy-2-methyl-2H-indazole-3-sulfonamide), ClCCO (2-chloroethanol), C1(=CC=CC=C1)P(C1=CC=CC=C1)C1=CC=CC=C1 (triphenylphosphine). The solvent is C1CCOC1 (THF), O (water). Reaction conditions: time 20 hour. Yields the product ClCCOC=1C2=C(N(N=C2C=CC1)C)S(=O)(=O)N (2-chloroethoxy-2-methyl-2H-indazole-3-sulfonamide). Isolated yield 26.0%. As a reaction SMILES: CCOC(/N=N/C(OCC)=O)=O.[OH:13][C:14]1[C:15]2[C:19]([CH:20]=[CH:21][CH:22]=1)=[N:18][N:17]([CH3:23])[C:16]=2[S:24]([NH2:27])(=[O:26])=[O:25].[Cl:28][CH2:29][CH2:30]O.C1(P(C2C=CC=CC=2)C2C=CC=CC=2)C=CC=CC=1>C1COCC1.O>[Cl:28][CH2:29][CH2:30][O:13][C:14]1[C:15]2[C:19]([CH:20]=[CH:21][CH:22]=1)=[N:18][N:17]([CH3:23])[C:16]=2[S:24]([NH2:27])(=[O:26])=[O:25]. Procedure details: 3.8 g (22 mmol) of diethylazo dicarboxylate was added to a solution containing 5 g (22 mmol) of 4-hydroxy-2-methyl-2H-indazole-3-sulfonamide, 1.8 g (22 mmol) of 2-chloroethanol and 5.8 g (22 mmol) of triphenylphosphine in 50 ml of THF, and the mixture was stirred at room temperature for 20 hours. The mixture was poured into water and extracted with ethyl acetate. The organic layer was washed with water, then concentrated and purified by column chromatography (hexane/ethyl acetate=2/1) to obtain ... Reactants: CNC(=O)Nc1ccc(-c2nc(N3CC4CCC(C3)O4)c3cnn(C4CCC(=O)CC4)c3n2)cc1, COC(OC)OC, CO, CCOCC, ClCCl, Cc1ccc(S(=O)(=O)O)cc1. Yields the product CNC(=O)Nc1ccc(-c2nc(N3CC4CCC(C3)O4)c3cnn(C4CCC(OC)(OC)CC4)c3n2)cc1. RXN SMILES: [CH3:1][NH:2][C:3](=[O:4])[NH:5][c:6]1[cH:7][cH:8][c:9](-[c:12]2[n:13][c:14]([N:28]3[CH2:29][CH:30]4[CH2:31][CH2:32][CH:33]([CH2:34]3)[O:35]4)[c:15]3[c:16]([n:17]2)[n:18]([CH:21]2[CH2:22][CH2:23][C:24](=[O:27])[CH2:25][CH2:26]2)[n:19][cH:20]3)[cH:10][cH:11]1.[CH3:36][O:37][CH:38]([O:39][CH3:40])[O:41][CH3:42].[CH3:43][OH:44].[CH3:59][CH2:60][O:61][CH2:62][CH3:63].[Cl:56][CH2:57][Cl:58].[c:45]1([CH3:46])[cH:47][cH:48][c:49]([S:50]([OH:51])(=[O:52])=[O:53])[cH:54][cH:55]1>>[CH3:1][NH:2][C:3](=[O:4])[NH:5][c:6]1[cH:7][cH:8][c:9](-[c:12]2[n:13][c:14]([N:28]3[CH2:29][CH:30]4[CH2:31][CH2:32][CH:33]([CH2:34]3)[O:35]4)[c:15]3[c:16]([n:17]2)[n:18]([CH:21]2[CH2:22][CH2:23][C:38]([O:39][CH3:40])([O:41][CH3:42])[CH2:25][CH2:26]2)[n:19][cH:20]3)[cH:10][cH:11]1. Starting materials: C(C)(=O)[O-].[Na+] (sodium acetate), Cl.Cl.C(C1=CC=CC=C1)NN (benzylhydrazine dihydrochioride), O (water). Run in C=1(C(=CC=CC1)C)C (xylene). Reaction conditions: time 8 hour. Product: C(C1=CC=CC=C1)N1N=C(C2=CC=C(C=C12)O)CC (1-Benzyl-3-ethylindazol-6-ol). Isolated yield 77.9%. RXN SMILES: [C:1]([O-:4])(=O)[CH3:2].[Na+].Cl.Cl.[CH2:8]([NH:15][NH2:16])[C:9]1[CH:14]=[CH:13][CH:12]=[CH:11][CH:10]=1.O>C1(C)C(C)=CC=CC=1>[CH2:8]([N:15]1[C:8]2[C:9](=[CH:10][CH:11]=[C:1]([OH:4])[CH:2]=2)[C:14]([CH2:13][CH3:12])=[N:16]1)[C:9]1[CH:14]=[CH:13][CH:12]=[CH:11][CH:10]=1 |f:0.1,2.3.4|. Procedure: 1-(2-Fluoro-4-hydroxyphenyl)propan-1-one (5.37 g) that can be produced by the method described in Reference Example 9 or the like, sodium acetate (12.75 g; manufactured by Wako Pure Chemical Industries, Ltd.) and benzylhydrazine dihydrochioride (9.452 g; manufactured by Sigma-Aldrich Co.) were suspended in xylene (76 mL). The suspension was stirred overnight at reflux using a Dean-Stark apparatus. The reaction solution was cooled to room temperature, subsequently water was added thereto, and the... The reactants are BrN1C(CCC1=O)=O (N-Bromosuccinimide), ClC=1C2=C(N=CN1)N(C=C2)[Si](C(C)C)(C(C)C)C(C)C (4-Chloro-7-triisopropylsilanyl-7H-pyrrolo[2,3-d]pyrimidine). The solvent is C(Cl)Cl (CH2Cl2). Yields the product BrC1=CN(C=2N=CN=C(C21)Cl)[Si](C(C)C)(C(C)C)C(C)C (5-Bromo-4-chloro-7-triisopropylsilanyl-7H-pyrrolo[2,3-d]pyrimidine). The yield is 71.3%. As a reaction SMILES: [Br:1]N1C(=O)CCC1=O.[Cl:9][C:10]1[C:11]2[CH:18]=[CH:17][N:16]([Si:19]([CH:26]([CH3:28])[CH3:27])([CH:23]([CH3:25])[CH3:24])[CH:20]([CH3:22])[CH3:21])[C:12]=2[N:13]=[CH:14][N:15]=1>C(Cl)Cl>[Br:1][C:18]1[C:11]2[C:10]([Cl:9])=[N:15][CH:14]=[N:13][C:12]=2[N:16]([Si:19]([CH:23]([CH3:25])[CH3:24])([CH:26]([CH3:28])[CH3:27])[CH:20]([CH3:21])[CH3:22])[CH:17]=1. Procedure details: N-Bromosuccinimide (60.3 g, 338 mmol) was added to a solution of 4-Chloro-7-triisopropylsilanyl-7H-pyrrolo[2,3-d]pyrimidine (100 g, 323 mmol) in CH2Cl2 (1 L). After 12 h 15 the reaction was quenched with saturated aqueous NaHCO3 (500 mL). The layers were separated and the aqueous layer was extracted with CH2Cl2 (4×500 mL). The combined organic layers were filtered through silica gel and concentrated in vacuo. Purification by flash column chromatography (ethyl acetate/hexanes 1:99) afforded the t... Reactants: [H-], [Na+], CCCCCCCCCCCCCCCCCCOCC1CO1, OCCCc1cccnc1. Yields the product CCCCCCCCCCCCCCCCCCOCC(O)COCCCc1cccnc1. As a reaction SMILES: [H-:11].[Na+:12].[O:13]1[CH2:14][CH:15]1[CH2:16][O:17][CH2:18][CH2:19][CH2:20][CH2:21][CH2:22][CH2:23][CH2:24][CH2:25][CH2:26][CH2:27][CH2:28][CH2:29][CH2:30][CH2:31][CH2:32][CH2:33][CH2:34][CH3:35].[n:1]1[cH:2][c:3]([CH2:7][CH2:8][CH2:9][OH:10])[cH:4][cH:5][cH:6]1>>[n:1]1[cH:2][c:3]([CH2:7][CH2:8][CH2:9][O:10][CH2:14][CH:15]([OH:13])[CH2:16][O:17][CH2:18][CH2:19][CH2:20][CH2:21][CH2:22][CH2:23][CH2:24][CH2:25][CH2:26][CH2:27][CH2:28][CH2:29][CH2:30][CH2:31][CH2:32][CH2:33][CH2:34][CH3:35])[cH:4][cH:5][cH:6]1. Starting materials: BrC=1C=CC2=C(C1)C=1N=C(SC1C(CO2)O)C(=O)OC (Methyl 9-bromo-4-hydroxy-4,5-dihydro-[1]benzoxepino[5,4-d]thiazole-2-carboxylate), C(#C)[C@]1(C(N(CC1)C)=O)O ((3R)-3-ethynyl-3-hydroxy-1-methyl-pyrrolidin-2-one). Reaction SMILES: Br[C:2]1[CH:3]=[CH:4][C:5]2[O:15][CH2:14][CH:13]([OH:16])[C:12]3[S:11][C:10]([C:17]([O:19][CH3:20])=[O:18])=[N:9][C:8]=3[C:6]=2[CH:7]=1.[C:21]([C@:23]1([OH:30])[CH2:27][CH2:26][N:25]([CH3:28])[C:24]1=[O:29])#[CH:22]>>[OH:16][CH:13]1[C:12]2[S:11][C:10]([C:17]([O:19][CH3:20])=[O:18])=[N:9][C:8]=2[C:6]2[CH:7]=[C:2]([C:22]#[C:21][C@:23]3([OH:30])[CH2:27][CH2:26][N:25]([CH3:28])[C:24]3=[O:29])[CH:3]=[CH:4][C:5]=2[O:15][CH2:14]1. Yields the product OC1COC2=C(C=C(C=C2)C#C[C@]2(C(N(CC2)C)=O)O)C=2N=C(SC21)C(=O)OC (methyl 4-hydroxy-9-[2-[(3R)-3-hydroxy-1-methyl-2-oxo-pyrrolidin-3-yl]ethynyl]-4,5-dihydro-[1]benzoxepino[5,4-d]thiazole-2-carboxylate). Procedure details: Methyl 9-bromo-4-oxo-[1]benzoxepino[5,4-d]thiazole-2-carboxylate (0.37 g) was subjected to General Procedure 0 to afford 280 mg (75%) of methyl 9-bromo-4-hydroxy-4,5-dihydro-[1]benzoxepino[5,4-d]thiazole-2-carboxylate. Methyl 9-bromo-4-hydroxy-4,5-dihydro-[1]benzoxepino[5,4-d]thiazole-2-carboxylate (128 mg) was reacted with (3R)-3-ethynyl-3-hydroxy-1-methyl-pyrrolidin-2-one similarly to as described in General Procedure F with non-critical modifications to afford methyl 4-hydroxy-9-[2-[(3R)-3-hy...